Dataset: the Open Reaction Database (ORD), a public repository of structured organic reaction records. Task: describe an organic reaction: reactants, conditions, products, and yield Starting materials: [Al+3], O=C1c2ccc(Oc3ccccc3Cl)nc2OCCN1Cc1ccccc1, [Cl-], [H-], [H-], [H-], [H-], [Li+], [NH4+], [Na+], [OH-], O. Product: Clc1ccccc1Oc1ccc2c(n1)OCCN(Cc1ccccc1)C2. Reaction SMILES: [Al+3:2].[CH2:7]([c:8]1[cH:9][cH:10][cH:11][cH:12][cH:13]1)[N:14]1[CH2:15][CH2:16][O:17][c:18]2[c:19]([cH:22][cH:23][c:24]([O:26][c:27]3[c:28]([Cl:33])[cH:29][cH:30][cH:31][cH:32]3)[n:25]2)[C:20]1=[O:21].[Cl-:36].[H-:1].[H-:4].[H-:5].[H-:6].[Li+:3].[NH4+:37].[Na+:35].[OH-:34].[OH2:38]>>[CH2:7]([c:8]1[cH:9][cH:10][cH:11][cH:12][cH:13]1)[N:14]1[CH2:15][CH2:16][O:17][c:18]2[c:19]([cH:22][cH:23][c:24]([O:26][c:27]3[c:28]([Cl:33])[cH:29][cH:30][cH:31][cH:32]3)[n:25]2)[CH2:20]1. The reactants are CC1=C(N)C(=CC=C1)C (2,6-dimethylaniline), C(C)(C)OC(C)C (isopropyl ether), ClCCC(=O)Cl (3-chloropropanoyl chloride). The solvent is O (water). Conditions: time 3 hour. Product: CC1=C(C(=CC=C1)C)NC(CCCl)=O (N-(2,6-Dimethylphenyl)-3-chloropropanamide). Isolated yield 59.7%. RXN SMILES: [CH3:1][C:2]1[CH:8]=[CH:7][CH:6]=[C:5]([CH3:9])[C:3]=1[NH2:4].C(OC(C)C)(C)C.[Cl:17][CH2:18][CH2:19][C:20](Cl)=[O:21]>O>[CH3:1][C:2]1[CH:8]=[CH:7][CH:6]=[C:5]([CH3:9])[C:3]=1[NH:4][C:20](=[O:21])[CH2:19][CH2:18][Cl:17]. Reported procedure: A 2 l three-necked flask, is charged with 121.8 g of 2,6-dimethylaniline, 300 ml of isopropyl ether and 150 ml of water. 126.5 g of 3-chloropropanoyl chloride are added at a rate such that the internal temperature is between 5 and 10° C. At the end of the addition, the reaction medium is stirred for 3 h. The precipitate formed is filtered off with suction, washed with isopropyl ether and then with water and finally dried. 126 g of white crystals are obtained. Reactants: CC1(N=C(OC1)C1=C(C=CC=C1)C1=CC=C(C=C1)CO)C (4,4-dimethyl-2-(4'-hydroxymethylbiphenyl-2-yl)oxazoline), C1(=CC=C(C=C1)S(=O)(=O)Cl)C (p-toluenesulfonyl chloride), [H-].[Na+] (sodium hydride), [Cl-].[NH4+] (ammonium chloride). Solvent: O1CCCC1 (tetrahydrofuran), O1CCCC1 (tetrahydrofuran), O1CCCC1 (tetrahydrofuran). Reaction conditions: time 1 hour. Product: CC1(N=C(OC1)C1=C(C=CC=C1)C1=CC=C(C=C1)COS(=O)(=O)C1=CC=C(C=C1)C)C (4,4-dimethyl-2-(4'-p-toluenesulfonyloxymethylbiphenyl-2-yl)oxazoline). The yield is 55.0%. Reaction SMILES: [H-].[Na+].[CH3:3][C:4]1([CH3:23])[CH2:8][O:7][C:6]([C:9]2[CH:14]=[CH:13][CH:12]=[CH:11][C:10]=2[C:15]2[CH:20]=[CH:19][C:18]([CH2:21][OH:22])=[CH:17][CH:16]=2)=[N:5]1.[C:24]1([CH3:34])[CH:29]=[CH:28][C:27]([S:30](Cl)(=[O:32])=[O:31])=[CH:26][CH:25]=1.[Cl-].[NH4+]>O1CCCC1>[CH3:3][C:4]1([CH3:23])[CH2:8][O:7][C:6]([C:9]2[CH:14]=[CH:13][CH:12]=[CH:11][C:10]=2[C:15]2[CH:16]=[CH:17][C:18]([CH2:21][O:22][S:30]([C:27]3[CH:28]=[CH:29][C:24]([CH3:34])=[CH:25][CH:26]=3)(=[O:32])=[O:31])=[CH:19][CH:20]=2)=[N:5]1 |f:0.1,4.5|. Reported procedure: 0.34 g (8.5 mmol) of a 60% oily sodium hydride was suspended in tetrahydrofuran (20 ml). A solution of 2.0 g (7.1 mmol) of 4,4-dimethyl-2-(4'-hydroxymethylbiphenyl-2-yl)oxazoline in tetrahydrofuran (30 ml) was dropwise added thereto at room temperature, followed by further stirring at room temperature for one hour. After the reaction liquid was cooled with ice, a solution of 1.6 g (8.4 mmol) of p-toluenesulfonyl chloride in tetrahydrofuran (20 ml) was dropwise added thereto. After stirring for 3...